This data is from the Open Reaction Database (ORD), a public repository of structured organic reaction records. The task is: describe an organic reaction: reactants, conditions, products, and yield The reactants are NC(=O)CBr, O=C([O-])[O-], CCCCNn1c(=O)c(C2=NS(=O)(=O)c3cc(O)ccc3N2)c(O)c2ccccc21, CN(C)C=O, [Cs+], [Cs+]. Yields the product CCCCNn1c(=O)c(C2=NS(=O)(=O)c3cc(OCC(N)=O)ccc3N2)c(O)c2ccccc21. RXN SMILES: [Br:37][CH2:38][C:39](=[O:40])[NH2:41].[C:31](=[O:32])([O-:33])[O-:34].[CH2:1]([CH2:2][CH2:3][CH3:4])[NH:5][n:6]1[c:7](=[O:30])[c:8]([C:17]2=[N:18][S:19](=[O:28])(=[O:29])[c:20]3[c:21]([cH:23][cH:24][c:25]([OH:27])[cH:26]3)[NH:22]2)[c:9]([OH:16])[c:10]2[cH:11][cH:12][cH:13][cH:14][c:15]12.[CH3:42][N:43]([CH3:44])[CH:45]=[O:46].[Cs+:35].[Cs+:36]>>[CH2:1]([CH2:2][CH2:3][CH3:4])[NH:5][n:6]1[c:7](=[O:30])[c:8]([C:17]2=[N:18][S:19](=[O:28])(=[O:29])[c:20]3[c:21]([cH:23][cH:24][c:25]([O:27][CH2:38][C:39](=[O:40])[NH2:41])[cH:26]3)[NH:22]2)[c:9]([OH:16])[c:10]2[cH:11][cH:12][cH:13][cH:14][c:15]12. The reactants are 2D, C(C)(C)(C)OC(=O)N(C)CC=1C=C(C=CC1S(=O)(=O)C(C)C)NC(CCCC1=C(C=C(C=C1)B(O)O)CC)=O (4-(4-(3-((tert-Butoxycarbonyl(methyl)amino)methyl)-4-(isopropylsulfonyl)phenylamino)-4-oxobutyl)-3-ethylphenylboronic acid), NC=1C=C(C(=O)N)C=CC1 (3-aminobenzamide), O.C(C=O)(=O)O (glyoxylic acid monohydrate). The product is C(C)(C)(C)OC(=O)N(C)CC=1C=C(C=CC1S(=O)(=O)C(C)C)NC(CCCC1=C(C=C(C=C1)C(C(=O)O)NC1=CC(=CC=C1)C(N)=O)CC)=O (2-(4-(4-(3-((tert-Butoxycarbonyl(methyl)amino)methyl)-4-(isopropylsulfonyl)phenylamino)-4-oxobutyl)-3-ethylphenyl)-2-(3-carbamoylphenylamino)acetic acid). Reaction SMILES: [C:1]([O:5][C:6]([N:8]([CH2:10][C:11]1[CH:12]=[C:13]([NH:23][C:24](=[O:39])[CH2:25][CH2:26][CH2:27][C:28]2[CH:33]=[CH:32][C:31](B(O)O)=[CH:30][C:29]=2[CH2:37][CH3:38])[CH:14]=[CH:15][C:16]=1[S:17]([CH:20]([CH3:22])[CH3:21])(=[O:19])=[O:18])[CH3:9])=[O:7])([CH3:4])([CH3:3])[CH3:2].[NH2:40][C:41]1[CH:42]=[C:43]([CH:47]=[CH:48][CH:49]=1)[C:44]([NH2:46])=[O:45].O.[C:51]([OH:55])(=[O:54])[CH:52]=O>>[C:1]([O:5][C:6]([N:8]([CH2:10][C:11]1[CH:12]=[C:13]([NH:23][C:24](=[O:39])[CH2:25][CH2:26][CH2:27][C:28]2[CH:33]=[CH:32][C:31]([CH:52]([NH:40][C:41]3[CH:49]=[CH:48][CH:47]=[C:43]([C:44](=[O:45])[NH2:46])[CH:42]=3)[C:51]([OH:55])=[O:54])=[CH:30][C:29]=2[CH2:37][CH3:38])[CH:14]=[CH:15][C:16]=1[S:17]([CH:20]([CH3:22])[CH3:21])(=[O:19])=[O:18])[CH3:9])=[O:7])([CH3:4])([CH3:3])[CH3:2] |f:2.3|. Procedure details: Using a procedure analogous to that used to prepare 2D, 21D (0.0.168 g, 0.300 mmol) was reacted with 3-aminobenzamide (0.041 g, 0.300 mmol) and glyoxylic acid monohydrate (0.028 g, 0.30 mmol) to give, after purification by reverse phase HPLC, 21E (134 mg, 63%) as a foam. MS (ESI) m/z 709.52 (M+H)+. Starting materials: C(C)(C)(C)OC(N[C@@H](CC(C)(C)C)C)=O (((R)-1,3,3-trimethyl-butyl)-carbamic acid tert-butyl ester), C(=O)(C(F)(F)F)O (TFA). Solvent: C(Cl)Cl (CH2Cl2). Conditions: time 2 hour. Product: FC(C(=O)O)(F)F.C[C@H](CC(C)(C)C)N ((R)-1,3,3-Trimethyl-butylamine trifluoroacetate). As a reaction SMILES: C(OC(=O)[NH:7][C@H:8]([CH3:14])[CH2:9][C:10]([CH3:13])([CH3:12])[CH3:11])(C)(C)C.[C:16]([OH:22])([C:18]([F:21])([F:20])[F:19])=[O:17]>C(Cl)Cl>[F:19][C:18]([F:21])([F:20])[C:16]([OH:22])=[O:17].[CH3:14][C@@H:8]([NH2:7])[CH2:9][C:10]([CH3:13])([CH3:12])[CH3:11] |f:3.4|. Procedure: To a solution of ((R)-1,3,3-trimethyl-butyl)-carbamic acid tert-butyl ester (35 mg, 0.163 mmol) in CH2Cl2 (1 mL) was added TFA (0.125 mL, 1.625 mmol). The reaction mixture was stirred at RT for 2 h and concentrated to give the desired material which was used without further purification in the next step. 1H NMR (400 MHz, DMSO-d6) δ (ppm): 7.66 (bs, 3H), 3.25 (m, 1H), 1.50 (dd, 1H), 1.38 (dd, 1H), 1.23 (d, 3H), 0.93 (s, 9H).